From a dataset of the Open Reaction Database (ORD), a public repository of structured organic reaction records. describe an organic reaction: reactants, conditions, products, and yield Reaction conditions: temperature 100 celsius, time 24 hour. Reported procedure: In a nitrogen purged sealed tube was added toluene (1.5 mL), purged the solvent with nitrogen for 5 minutes and sealed the tube. To the tube was added 8-(6-bromopyridin-3-yloxy)-3-methoxy-1,5-naphthyridine (0.100 g, 0.301 mmol), 4-phenylphthalazin-1-amine (0.080 g, 0.361 mmol), sodium tert-butoxide (0.072 g, 0.753 mmol), and the tube was again purged with nitrogen and sealed. Added tBu X-phos (0.013 g, 0.030 mmol), tris(dibenzylideneacetone)dipalladium (o)(0.007 g, 0.008 mmol), purged the reacti... The reagents and catalysts are C=1C=CC(=CC1)/C=C/C(=O)/C=C/C2=CC=CC=C2.C=1C=CC(=CC1)/C=C/C(=O)/C=C/C2=CC=CC=C2.C=1C=CC(=CC1)/C=C/C(=O)/C=C/C2=CC=CC=C2.[Pd].[Pd] (tris(dibenzylideneacetone)dipalladium). The product is COC1=CN=C2C(=CC=NC2=C1)OC=1C=CC(=NC1)NC1=NN=C(C2=CC=CC=C12)C1=CC=CC=C1 (N-(5-(7-methoxy-1,5-naphthyridin-4-yloxy)pyridin-2-yl)-4-phenylphthalazin-1-amine). Starting materials: BrC1=CC=C(C=N1)OC=1C=CN=C2C=C(C=NC12)OC (8-(6-bromopyridin-3-yloxy)-3-methoxy-1,5-naphthyridine), C1(=CC=CC=C1)C1=NN=C(C2=CC=CC=C12)N (4-phenylphthalazin-1-amine), CC(C)([O-])C.[Na+] (sodium tert-butoxide), tBu X-phos. RXN SMILES: Br[C:2]1[N:7]=[CH:6][C:5]([O:8][C:9]2[CH:10]=[CH:11][N:12]=[C:13]3[C:18]=2[N:17]=[CH:16][C:15]([O:19][CH3:20])=[CH:14]3)=[CH:4][CH:3]=1.[C:21]1([C:27]2[C:36]3[C:31](=[CH:32][CH:33]=[CH:34][CH:35]=3)[C:30]([NH2:37])=[N:29][N:28]=2)[CH:26]=[CH:25][CH:24]=[CH:23][CH:22]=1.CC(C)([O-])C.[Na+]>C1C=CC(/C=C/C(/C=C/C2C=CC=CC=2)=O)=CC=1.C1C=CC(/C=C/C(/C=C/C2C=CC=CC=2)=O)=CC=1.C1C=CC(/C=C/C(/C=C/C2C=CC=CC=2)=O)=CC=1.[Pd].[Pd]>[CH3:20][O:19][C:15]1[CH:14]=[C:13]2[C:18]([C:9]([O:8][C:5]3[CH:4]=[CH:3][C:2]([NH:37][C:30]4[C:31]5[C:36](=[CH:35][CH:34]=[CH:33][CH:32]=5)[C:27]([C:21]5[CH:26]=[CH:25][CH:24]=[CH:23][CH:22]=5)=[N:28][N:29]=4)=[N:7][CH:6]=3)=[CH:10][CH:11]=[N:12]2)=[N:17][CH:16]=1 |f:2.3,4.5.6.7.8|. Starting materials: NC=1C=C(C=CC1OCCN(CC)CC)NC(COC1=C(C=C(C=C1)C(F)(F)F)Cl)=O (N-[3-amino-4-(2-diethylamino-ethoxy)-phenyl]-2-(2-chloro-4-trifluoromethyl -phenoxy)-acetamide), CS(=O)(=O)Cl (methanesulphonylchloride). Run in N1=CC=CC=C1 (pyridine). Conditions: time 3 hour. The product is ClC1=C(OCC(=O)NC2=CC(=C(C=C2)OCCN(CC)CC)NS(=O)(=O)C)C=CC(=C1)C(F)(F)F (2-(2-chloro-4-trifluoromethyl-phenoxy)-N-[4-(2-diethylamino-ethoxy)-3-methanesulphonylamino-phenyl]-acetamide). Reaction SMILES: [NH2:1][C:2]1[CH:3]=[C:4]([NH:16][C:17](=[O:31])[CH2:18][O:19][C:20]2[CH:25]=[CH:24][C:23]([C:26]([F:29])([F:28])[F:27])=[CH:22][C:21]=2[Cl:30])[CH:5]=[CH:6][C:7]=1[O:8][CH2:9][CH2:10][N:11]([CH2:14][CH3:15])[CH2:12][CH3:13].[CH3:32][S:33](Cl)(=[O:35])=[O:34]>N1C=CC=CC=1>[Cl:30][C:21]1[CH:22]=[C:23]([C:26]([F:27])([F:28])[F:29])[CH:24]=[CH:25][C:20]=1[O:19][CH2:18][C:17]([NH:16][C:4]1[CH:5]=[CH:6][C:7]([O:8][CH2:9][CH2:10][N:11]([CH2:12][CH3:13])[CH2:14][CH3:15])=[C:2]([NH:1][S:33]([CH3:32])(=[O:35])=[O:34])[CH:3]=1)=[O:31]. Reported procedure: A solution of 100 mg (0.217 mmol) N-[3-amino-4-(2-diethylamino-ethoxy)-phenyl]-2-(2-chloro-4-trifluoromethyl-phenoxy)-acetamide (Example 160) in 5 mL pyridine was added at 0° C. to 18 μL (0.239 mmol) of methanesulphonylchloride, the mixture was slowly heated to RT and stirred for 3 h at RT. The reaction mixture was poured onto ice water and the aqueous phase was exhaustively extracted with EtOAc. The combined org. phases were dried over sodium sulphate and evaporated down i. vac. The residue was...